This data is from the Open Reaction Database (ORD), a public repository of structured organic reaction records. The task is: describe an organic reaction: reactants, conditions, products, and yield The reactants are NC=1C=C(C=CC1O)C[C@@H](C(=O)NCCCCC1=CC=CC=C1)NS(=O)(=O)C1=CC=CC=C1 ((2S)-3-(3-Amino-4-hydroxy-phenyl)-2-benzenesulfonylamino-N-(4-phenyl-butyl)-propionamide), C(=O)(O)[O-].[Na+] (NaHCO3), C=O (formaldehyde), [BH-](OC(=O)C)(OC(=O)C)OC(=O)C.[Na+] (NaBH(OAc)3). Solvent: ClC(C)Cl (dichloroethane). Run at time 8 hour. The product is crude solution, C1(=CC=CC=C1)S(=O)(=O)N[C@H](C(=O)NCCCCC1=CC=CC=C1)CC1=CC(=C(C=C1)O)NC ((2S)-2-benzenesulfonylamino-3-(4-hydroxy-3-methylamino-phenyl)-N-(4-phenyl-butyl)-propionamide). As a reaction SMILES: [NH2:1][C:2]1[CH:3]=[C:4]([CH2:9][C@H:10]([NH:24][S:25]([C:28]2[CH:33]=[CH:32][CH:31]=[CH:30][CH:29]=2)(=[O:27])=[O:26])[C:11]([NH:13][CH2:14][CH2:15][CH2:16][CH2:17][C:18]2[CH:23]=[CH:22][CH:21]=[CH:20][CH:19]=2)=[O:12])[CH:5]=[CH:6][C:7]=1[OH:8].C=O.[BH-](OC(C)=O)(OC(C)=O)O[C:38](C)=O.[Na+].C([O-])(O)=O.[Na+]>ClC(Cl)C>[C:28]1([S:25]([NH:24][C@@H:10]([CH2:9][C:4]2[CH:5]=[CH:6][C:7]([OH:8])=[C:2]([NH:1][CH3:38])[CH:3]=2)[C:11]([NH:13][CH2:14][CH2:15][CH2:16][CH2:17][C:18]2[CH:23]=[CH:22][CH:21]=[CH:20][CH:19]=2)=[O:12])(=[O:27])=[O:26])[CH:29]=[CH:30][CH:31]=[CH:32][CH:33]=1 |f:2.3,4.5|. Reported procedure: (2S)-3-(3-Amino-4-hydroxy-phenyl)-2-benzenesulfonylamino-N-(4-phenyl-butyl)-propionamide (502 mg, 1.07 mmol) is dissolved in dichloroethane (5 mL). 37% formaldehyde (120 mg, 1.47 mmol) and NaBH(OAc)3 (1.1 g, 5 mmol) are added. The mixture is stirred overnight. Saturated NaHCO3 (20 mL) is added and the crude mixture is extracted with ETOAC three times. The organic phase is dried and concentrated in vacuo. The small volume of solution is filtered through silica gel plug to provide a crude solution... The reactants are IC1=C(C=C(C=C1)S(=O)(=O)C)C(=O)N1CCN(CC1)C1=CC=C(C=C1)C(F)(F)F ((2-Iodo-5-methanesulfonyl-phenyl)-[4-(4-trifluoromethyl-phenyl)-piperazin-1-yl]-methanone), CC=1C=NNC1 (4-Methyl-1H-pyrazole). Product: CS(=O)(=O)C=1C=CC(=C(C1)C(=O)N1CCN(CC1)C1=CC=C(C=C1)C(F)(F)F)N1N=CC(=C1)C ([5-Methanesulfonyl-2-(4-methyl-pyrazol-1-yl)-phenyl]-[4-(4-trifluoromethyl-phenyl)-piperazin-1-yl]-methanone). Reaction SMILES: I[C:2]1[CH:7]=[CH:6][C:5]([S:8]([CH3:11])(=[O:10])=[O:9])=[CH:4][C:3]=1[C:12]([N:14]1[CH2:19][CH2:18][N:17]([C:20]2[CH:25]=[CH:24][C:23]([C:26]([F:29])([F:28])[F:27])=[CH:22][CH:21]=2)[CH2:16][CH2:15]1)=[O:13].[CH3:30][C:31]1[CH:32]=[N:33][NH:34][CH:35]=1>>[CH3:11][S:8]([C:5]1[CH:6]=[CH:7][C:2]([N:33]2[CH:32]=[C:31]([CH3:30])[CH:35]=[N:34]2)=[C:3]([C:12]([N:14]2[CH2:19][CH2:18][N:17]([C:20]3[CH:25]=[CH:24][C:23]([C:26]([F:29])([F:28])[F:27])=[CH:22][CH:21]=3)[CH2:16][CH2:15]2)=[O:13])[CH:4]=1)(=[O:10])=[O:9]. Procedure details: The title compound was prepared according to the procedure described for example 294 from (2-Iodo-5-methanesulfonyl-phenyl)-[4-(4-trifluoromethyl-phenyl)-piperazin-1-yl]-methanone (compound CK) and 4-Methyl-1H-pyrazole (43%yield, white solid, MS (m/e): 493.1 (M+H, 100%) Reactants: [C-]#N, Cl, Nc1ccc(C(F)(F)F)cc1[N+](=O)[O-], O=N[O-], [Na+], O. The product is N#Cc1ccc(C(F)(F)F)cc1[N+](=O)[O-]. RXN SMILES: [C-:20]#[N:21].[ClH:15].[N+:1](=[O:2])([O-:3])[c:4]1[c:5]([NH2:6])[cH:7][cH:8][c:9]([C:11]([F:12])([F:13])[F:14])[cH:10]1.[N:16]([O-:17])=[O:18].[Na+:19].[OH2:22]>>[N+:1](=[O:2])([O-:3])[c:4]1[c:5]([C:20]#[N:21])[cH:7][cH:8][c:9]([C:11]([F:12])([F:13])[F:14])[cH:10]1. The reactants are [N+](=O)([O-])C1=CC=C(COC([C@@H](NC(=O)OCC2=CC=CC=C2)CC2=CC=CC=C2)=O)C=C1 (N-(benzyloxycarbonyl)-L-phenylalanine 4-nitrobenzyl ester), C(C)#N (acetonitrile). The solvent is C(C(CO)(CO)N)O (Tris), CS(=O)C (DMSO). The product is [N+](=O)([O-])C1=CC=C(CO)C=C1 (4-nitrobenzyl alcohol). Reaction SMILES: [N+:1]([C:4]1[CH:32]=[CH:31][C:7]([CH2:8][O:9]C(=O)[C@H](CC2C=CC=CC=2)NC(OCC2C=CC=CC=2)=O)=[CH:6][CH:5]=1)([O-:3])=[O:2].C(#N)C>C(O)C(N)(CO)CO.CS(C)=O>[N+:1]([C:4]1[CH:5]=[CH:6][C:7]([CH2:8][OH:9])=[CH:31][CH:32]=1)([O-:3])=[O:2]. Procedure: To a solution of antibody 7G12 in 50 mM Tris-buffered solution, pH 8.0 (90 μL), was added a solution of a substrate compound, N-(benzyloxycarbonyl)-L-phenylalanine 4-nitrobenzyl ester (L-1) (R=PhCH2), synthesized in Preparation 3, in 2mM DMSO solution (10 μL) at 25° C., and they were mixed with stirring to obtain the reaction mixture containing 10.8 μM antibody and 200 μM substrate. By means of HPLC (YMCAM-303: C-18, 10 mm in diameter×250 mm in length, an aqueous solution of acetonitrile/0.1% tr... The reactants are O=C([O-])[O-], CN(C)C(=O)C1CCN(c2cccc(B3OC(C)(C)C(C)(C)O3)c2)CC1, CC(C)(C)OC(=O)NC1(c2ccc(-n3c(-c4cccnc4N)nc4ccc(Cl)nc43)cc2)CCC1, [Na+], [Na+], CN(C)C=O. Yields the product CN(C)C(=O)C1CCN(c2cccc(-c3ccc4nc(-c5cccnc5N)n(-c5ccc(C6(NC(=O)OC(C)(C)C)CCC6)cc5)c4n3)c2)CC1. As a reaction SMILES: [C:62](=[O:63])([O-:64])[O-:65].[CH3:36][N:37]([C:38](=[O:39])[CH:40]1[CH2:41][CH2:42][N:43]([c:46]2[cH:47][c:48]([B:52]3[O:53][C:54]([CH3:55])([CH3:56])[C:57]([CH3:58])([CH3:59])[O:60]3)[cH:49][cH:50][cH:51]2)[CH2:44][CH2:45]1)[CH3:61].[NH2:1][c:2]1[n:3][cH:4][cH:5][cH:6][c:7]1-[c:8]1[n:9][c:10]2[c:11]([n:12][c:13]([Cl:16])[cH:14][cH:15]2)[n:17]1-[c:18]1[cH:19][cH:20][c:21]([C:24]2([NH:28][C:29]([O:30][C:31]([CH3:32])([CH3:33])[CH3:34])=[O:35])[CH2:25][CH2:26][CH2:27]2)[cH:22][cH:23]1.[Na+:66].[Na+:67].[O:68]=[CH:69][N:70]([CH3:71])[CH3:72]>>[NH2:1][c:2]1[n:3][cH:4][cH:5][cH:6][c:7]1-[c:8]1[n:9][c:10]2[c:11]([n:12][c:13](-[c:48]3[cH:47][c:46]([N:43]4[CH2:42][CH2:41][CH:40]([C:38]([N:37]([CH3:36])[CH3:61])=[O:39])[CH2:45][CH2:44]4)[cH:51][cH:50][cH:49]3)[cH:14][cH:15]2)[n:17]1-[c:18]1[cH:19][cH:20][c:21]([C:24]2([NH:28][C:29]([O:30][C:31]([CH3:32])([CH3:33])[CH3:34])=[O:35])[CH2:25][CH2:26][CH2:27]2)[cH:22][cH:23]1.